From a dataset of the Open Reaction Database (ORD), a public repository of structured organic reaction records. describe an organic reaction: reactants, conditions, products, and yield Reported procedure: Tetraethyl (n-butoxymethylene)-bisphosphonate (1.2 g) was added to a stirred solution of potassium tert-butoxide (0.37 g) in tert-butanol (5 ml). After 30 minutes at room temperature, butyl bromide (0.36 ml) was added, and the mixture was refluxed for 8 hours. After cooling, the mixture was diluted with ethyl acetate and washed with water. The organic phase was dried and evaporated to give an oil which was purified by chromatography to yield the title compound. The solvent is C(C)(=O)OCC (ethyl acetate), C(C)(C)(C)O (tert-butanol). Yields the product C(CCC)OC(CCCC)(P(OCC)(OCC)=O)P(OCC)(OCC)=O (Tetraethyl (1-n-butoxypentylidene)-bisphosphonate). RXN SMILES: [CH2:1]([O:5][CH:6]([P:15](=[O:22])([O:19][CH2:20][CH3:21])[O:16][CH2:17][CH3:18])[P:7](=[O:14])([O:11][CH2:12][CH3:13])[O:8][CH2:9][CH3:10])[CH2:2][CH2:3][CH3:4].CC(C)([O-])C.[K+].[CH2:29](Br)[CH2:30][CH2:31][CH3:32]>C(O)(C)(C)C.C(OCC)(=O)C>[CH2:1]([O:5][C:6]([P:15](=[O:22])([O:19][CH2:20][CH3:21])[O:16][CH2:17][CH3:18])([P:7](=[O:14])([O:11][CH2:12][CH3:13])[O:8][CH2:9][CH3:10])[CH2:29][CH2:30][CH2:31][CH3:32])[CH2:2][CH2:3][CH3:4] |f:1.2|. Conditions: time 30 minute. Reactants: C(CCC)OC(P(OCC)(OCC)=O)P(OCC)(OCC)=O (Tetraethyl (n-butoxymethylene)-bisphosphonate), CC(C)([O-])C.[K+] (potassium tert-butoxide), C(CCC)Br (butyl bromide). The solvent is C(C)(C)O.O (isopropanol H2O). Procedure details: Preparation of 4-Cyclopentyl-dihydro-furan-2-one 2-Cyclopentyl-succinic acid 4-tert-butyl ester 1-methyl ester (13.4 g, 52.3 mmol) and LiOH.H2O (2.8 g, 66.7 mmol) are stirred in 200 mL of 3:1 isopropanol/H2O at room temperature overnight. The isopropanol is evaporated, and the aqueous solution is extracted with Et2O (3×100 mL). The aqueous phase is acidified to pH=4 with saturated KH2PO4 and extracted with Et2O (3×100 mL). The Et2O is dried over MgSO4 and evaporated to give 8.6 g (68% yield) of ... Product: C(C)(C)(C)OC(CC(C(=O)O)C1CCCC1)=O (2-cyclopentyl-succinic acid 4-tert-butyl ester). Isolated yield 67.9%. Reaction SMILES: C[O:2][C:3](=[O:18])[CH:4]([CH:13]1[CH2:17][CH2:16][CH2:15][CH2:14]1)[CH2:5][C:6]([O:8][C:9]([CH3:12])([CH3:11])[CH3:10])=[O:7].C1(C2COC(=O)C2)CCCC1.O[Li].O>C(O)(C)C.O>[C:9]([O:8][C:6](=[O:7])[CH2:5][CH:4]([CH:13]1[CH2:14][CH2:15][CH2:16][CH2:17]1)[C:3]([OH:18])=[O:2])([CH3:12])([CH3:10])[CH3:11] |f:0.1,2.3,4.5|. Starting materials: COC(C(CC(=O)OC(C)(C)C)C1CCCC1)=O.C1(CCCC1)C1CC(OC1)=O (4-Cyclopentyl-dihydro-furan-2-one 2-Cyclopentyl-succinic acid 4-tert-butyl ester 1-methyl ester), O[Li].O (LiOH.H2O).